describe an organic reaction: reactants, conditions, products, and yield From a dataset of the Open Reaction Database (ORD), a public repository of structured organic reaction records. The reactants are B, CO, CC(C)c1ccc(CC#N)c([N+](=O)[O-])c1, C1CCOC1, C1CCOC1, O. The product is CC(C)c1ccc(CCN)c([N+](=O)[O-])c1. RXN SMILES: [BH3:21].[CH3:22][OH:23].[CH:1]([CH3:2])([CH3:3])[c:4]1[cH:5][c:6]([N+:13](=[O:14])[O-:15])[c:7]([CH2:10][C:11]#[N:12])[cH:8][cH:9]1.[O:16]1[CH2:17][CH2:18][CH2:19][CH2:20]1.[O:25]1[CH2:26][CH2:27][CH2:28][CH2:29]1.[OH2:24]>>[CH:1]([CH3:2])([CH3:3])[c:4]1[cH:5][c:6]([N+:13](=[O:14])[O-:15])[c:7]([CH2:10][CH2:11][NH2:12])[cH:8][cH:9]1.